From a dataset of the Open Reaction Database (ORD), a public repository of structured organic reaction records. describe an organic reaction: reactants, conditions, products, and yield The reactants are ON(C(C)(C(C)(N)C)C)O (N,N-dihydroxy 2,3-dimethyl-2,3-diaminobutane), I(=O)(=O)(=O)[O-].[Na+] (sodium periodate), C(Cl)(Cl)Cl.CO (CHCl3 MeOH). The solvent is O (water). Yields the product CC1([N+](=[N+](C1(C)C)[O-])[O-])C (3,3,4,4-Tetramethyl-1,2-diazetine-1,2-dioxide). Reaction SMILES: O[N:2]([OH:10])[C:3]([CH3:9])([C:5]([CH3:8])([NH2:7])[CH3:6])[CH3:4].I([O-])(=O)(=O)=[O:12].[Na+].C(Cl)(Cl)Cl.CO>O>[CH3:4][C:3]1([CH3:9])[C:5]([CH3:8])([CH3:6])[N+:7]([O-:12])=[N+:2]1[O-:10] |f:1.2,3.4|. Reported procedure: The product could also be obtained by oxidation of the dihydroxylamino precursor with sodium periodate. Thus, N,N-dihydroxy 2,3-dimethyl-2,3-diaminobutane (1.5 g) in water (50 ml) was stirred for 30 min. with aqueous sodium periodate (4.5 g in ca. 100 ml water). The product precipitated out and was washed with water, dried (MgSO4), and evaporated to give the product (800 mg. 65°) T.L.C. (silica, CHCl3 /MeOH;4/1) one spot, Rf 0.8 Starting materials: N1=C(C=CC=C1)CCN1CCN(CC1)C1=CC=CC=2C=C(OC21)C(=O)[O-].[Li+] (lithium 7-(4-(2-(pyridin-2-yl)ethyl)piperazin-1-yl)benzofuran-2-carboxylate), C1(=CC=CC=C1)N1CCC(CC1)N (1-phenylpiperidin-4-amine). Yields the product C1(=CC=CC=C1)N1CCC(CC1)NC(=O)C=1OC2=C(C1)C=CC=C2N2CCN(CC2)CCC2=NC=CC=C2 (N-(1-Phenylpiperidin-4-yl)-7-(4-(2-(pyridin-2-yl)ethyl)piperazin-1-yl)benzofuran-2-carboxamide). Reaction SMILES: [N:1]1[CH:6]=[CH:5][CH:4]=[CH:3][C:2]=1[CH2:7][CH2:8][N:9]1[CH2:14][CH2:13][N:12]([C:15]2[C:23]3[O:22][C:21]([C:24]([O-])=[O:25])=[CH:20][C:19]=3[CH:18]=[CH:17][CH:16]=2)[CH2:11][CH2:10]1.[Li+].[C:28]1([N:34]2[CH2:39][CH2:38][CH:37]([NH2:40])[CH2:36][CH2:35]2)[CH:33]=[CH:32][CH:31]=[CH:30][CH:29]=1>>[C:28]1([N:34]2[CH2:35][CH2:36][CH:37]([NH:40][C:24]([C:21]3[O:22][C:23]4[C:15]([N:12]5[CH2:13][CH2:14][N:9]([CH2:8][CH2:7][C:2]6[CH:3]=[CH:4][CH:5]=[CH:6][N:1]=6)[CH2:10][CH2:11]5)=[CH:16][CH:17]=[CH:18][C:19]=4[CH:20]=3)=[O:25])[CH2:38][CH2:39]2)[CH:33]=[CH:32][CH:31]=[CH:30][CH:29]=1 |f:0.1|. Reported procedure: The compound was prepared according to the procedure disclosed in Example 1 starting from lithium 7-(4-(2-(pyridin-2-yl)ethyl)piperazin-1-yl)benzofuran-2-carboxylate (70 mg, 0.18 mmol) and 1-phenylpiperidin-4-amine (39 mg, 0.22 mmol). Yield: 34 mg (34%). Starting materials: ClC1=NC2=C(C=C(C(=C2C(=N1)Cl)OC)OC)Cl (2,4,8-trichloro-5,6-dimethoxyquinazoline), C[O-].[Na+] (sodium methoxide). Solvent: CO (methanol). The product is ClC1=NC2=C(C=C(C(=C2C(=N1)O)OC)OC)Cl (2,8-Dichloro-4-hydroxy-5,6-dimethoxyquinazoline). Yield: 9.0%. Reaction SMILES: [Cl:1][C:2]1[N:11]=[C:10](Cl)[C:9]2[C:4](=[C:5]([Cl:17])[CH:6]=[C:7]([O:15][CH3:16])[C:8]=2[O:13][CH3:14])[N:3]=1.C[O-:19].[Na+]>CO>[Cl:1][C:2]1[N:11]=[C:10]([OH:19])[C:9]2[C:4](=[C:5]([Cl:17])[CH:6]=[C:7]([O:15][CH3:16])[C:8]=2[O:13][CH3:14])[N:3]=1 |f:1.2|. Procedure details: A mixture of 2,4,8-trichloro-5,6-dimethoxyquinazoline (2.0 g, 0.0068 moles), sodium methoxide (0.367 g, 0.0068 moles) and methanol (100 ml) was stirred at reflux for 3 hours. The solvent was removed in vacuo and the residue was treated with water (50 ml), followed by acidification with glacidal acetic acid. The resulting aqueous mixture was extracted with dichloromethane (3×100 ml) and the combined organic extracts were dried over anhydrous sodium sulfate. After filtration and removal of solvent...